This data is from the Open Reaction Database (ORD), a public repository of structured organic reaction records. The task is: describe an organic reaction: reactants, conditions, products, and yield The reactants are [Al+3], CCOC(=O)C1C(C)=CC=CC1(C)C, CCOCC, [H-], [H-], [H-], [H-], [Li+], [Na+], [OH-], O. Yields the product CC1=CC=CC(C)(C)C1CO. As a reaction SMILES: [Al+3:16].[CH3:1][C:2]1=[CH:7][CH:6]=[CH:5][C:4]([CH3:8])([CH3:9])[CH:3]1[C:10](=[O:11])[O:12][CH2:13][CH3:14].[CH3:24][CH2:25][O:26][CH2:27][CH3:28].[H-:15].[H-:18].[H-:19].[H-:20].[Li+:17].[Na+:23].[OH-:22].[OH2:21]>>[CH3:1][C:2]1=[CH:7][CH:6]=[CH:5][C:4]([CH3:8])([CH3:9])[CH:3]1[CH2:10][OH:11].